Dataset: the Open Reaction Database (ORD), a public repository of structured organic reaction records. Task: describe an organic reaction: reactants, conditions, products, and yield Reactants: CC[C@@H]1CN2CC[C@@H]1C[C@@H]2[C@@H](C3=C4C=C(C=CC4=NC=C3)OC)OC5=NN=C(C6=CC=CC=C65)O[C@@H]([C@H]7C[C@@H]8CCN7C[C@@H]8CC)C9=C1C=C(C=CC1=NC=C9)OC ((DHQ)2 -PHAL), C(C=C)(=O)[O-] (acrylate), methacrylates, CC1=CC=C(C=C1)S(=O)(=O)[N-]Cl.O.O.O.[Na+] (Chloramine-T trihydrate), K2OsO2 (OH)4, CC=1C=CC(=CC1)S(=O)(=O)N (p-toluenesulfonamide), S(=O)([O-])[O-].[Na+].[Na+] (sodium sulfite). Solvent: C(C)#N (acetonitrile), O (water). The product is CC=1C=CC(=CC1)S(=O)(=O)NCl (Chloramine-T). As a reaction SMILES: CC[C@H]1[C@H]2C[C@H]([C@H](OC3C4C(=CC=CC=4)C(O[C@H](C4C=CN=C5C=4C=C(OC)C=C5)[C@@H]4N5C[C@H](CC)[C@@H](CC5)C4)=NN=3)C3C=CN=C4C=3C=C(OC)C=C4)N(CC2)C1.C([O-])(=O)C=C.[CH3:64][C:65]1[CH:70]=[CH:69][C:68]([S:71]([N-:74][Cl:75])(=[O:73])=[O:72])=[CH:67][CH:66]=1.O.O.O.[Na+].S([O-])([O-])=O.[Na+].[Na+].CC1C=CC(S(N)(=O)=O)=CC=1>C(#N)C.O>[CH3:64][C:65]1[CH:70]=[CH:69][C:68]([S:71]([NH:74][Cl:75])(=[O:73])=[O:72])=[CH:67][CH:66]=1 |f:2.3.4.5.6,7.8.9|. Reported procedure: To a stirred solution of (DHQ)2 -PHAL (0.11 g, 0.14 mmol, 5 mol %) in 20 mL of acetonitrile and 20 mL of water, in any convenient-sized glass vessel or vial, was added desired acrylate or methacrylates entries 1-10 (all commercially available from Aldrich, FIG. 16 and FIG. 17, 2.8 mmol), Chloramine-T trihydrate (2.42 g, 8.4 mmol, 3 eq) and K2OsO2 (OH)4 (41.6 mg, 0.112 mmol, 4 mol %). As the reaction proceeded to completion over the course of about one and half hours at room temperature, the colo...